The task is: describe an organic reaction: reactants, conditions, products, and yield. This data is from the Open Reaction Database (ORD), a public repository of structured organic reaction records. Starting materials: Cl.FC=1C=C(C=CC1)SC=1C=C2CCC[C@H](C2=CC1)CN ((R)-6-(3-fluorophenylsulfanyl)-1,2,3,4-tetrahydronaphthalen-1-methylamine hydrochloride salt), O (water), NC(=O)N (urea), Cl (HCl). The solvent is CN1CCCC1=O (NMP). Reaction conditions: temperature 100 celsius, time 24 hour. Product: FC=1C=C(C=CC1)SC=1C=C2CCC[C@H](C2=CC1)CNC(=O)N ([(R)-6-(3-fluoro-phenylsulfanyl)-1,2,3,4-tetrahydro-naphthalen-1-ylmethyl]-urea). Yield: 80.5%. Reaction SMILES: Cl.[F:2][C:3]1[CH:4]=[C:5]([S:9][C:10]2[CH:11]=[C:12]3[C:17](=[CH:18][CH:19]=2)[C@H:16]([CH2:20][NH2:21])[CH2:15][CH2:14][CH2:13]3)[CH:6]=[CH:7][CH:8]=1.[NH2:22][C:23](N)=[O:24].Cl.O>CN1C(=O)CCC1>[F:2][C:3]1[CH:4]=[C:5]([S:9][C:10]2[CH:11]=[C:12]3[C:17](=[CH:18][CH:19]=2)[C@H:16]([CH2:20][NH:21][C:23]([NH2:22])=[O:24])[CH2:15][CH2:14][CH2:13]3)[CH:6]=[CH:7][CH:8]=1 |f:0.1|. Procedure: (R)-6-(3-fluorophenylsulfanyl)-1,2,3,4-tetrahydronaphthalen-1-methylamine hydrochloride salt (4.6 kg) and urea (3.4 kg) were suspended in fresh NMP (9.5 kg). Concentrated aqueous 37% HCl (0.15 kg) was added and the reaction mixture was heated to 100° C. for three hours. On completion of reaction (confirmed by HPLC), the reaction mixture was cooled to 60° C. and water (45 kg) was added. The resulting slurry was stirred vigorously while cooling down to 20° C., and the mixture was allowed to sit fo... Reactants: C1CNCC2N1C1=CC=CC=C1NC2=O (2,3,4,4a-Tetrahydro-1H-pyrazino[1,2-a]quinoxalin-5(6H)-one), C(=C)C1=NC=CC=C1 (2-vinylpyridine), CO (methanol). Solvent: C(C)(=O)O (acetic acid). Yields the product N1=C(C=CC=C1)CCN1CC2N(C3=CC=CC=C3NC2=O)CC1 (2,3,4,4a-Tetrahydro-3-[2-(2-Pyridinyl)Ethyl]-1H-Pyrazino[1,2-a]Quinoxalin-5(6H)-One). Reaction SMILES: [CH2:1]1[N:6]2[C:7]3[C:12]([NH:13][C:14](=[O:15])[CH:5]2[CH2:4][NH:3][CH2:2]1)=[CH:11][CH:10]=[CH:9][CH:8]=3.[CH:16]([C:18]1[CH:23]=[CH:22][CH:21]=[CH:20][N:19]=1)=[CH2:17].CO>C(O)(=O)C>[N:19]1[CH:20]=[CH:21][CH:22]=[CH:23][C:18]=1[CH2:16][CH2:17][N:3]1[CH2:2][CH2:1][N:6]2[C:7]3[C:12]([NH:13][C:14](=[O:15])[CH:5]2[CH2:4]1)=[CH:11][CH:10]=[CH:9][CH:8]=3. Procedure details: 2,3,4,4a-Tetrahydro-1H-pyrazino[1,2-a]quinoxalin-5(6H)-one (7 g.) and 2-vinylpyridine (12 g.) in 150 ml. of methanol containing 5 ml. glacial acetic acid were heated under reflux for 24 hours. After removing solvent under reduced pressure, the residue was slurried with water and the insoluble material filtered off and washed with water. After drying there was obtained 9.3 g. of the title compound. A portion recrystallized from ethanol gave a m.p. of 167°-69° C. Reactants: NC1=C(C=C(C=C1)OC(F)(F)F)/C=C/C(=O)OCC ((E)-ethyl 3-(2-amino-5-(trifluoromethoxy)phenyl)acrylate). Solvent: Cl (HCl), O1CCOCC1 (dioxane), Cl (HCl). Run at temperature 100 celsius. Yields the product FC(OC=1C=C2C=CC(NC2=CC1)=O)(F)F (6-(Trifluoromethoxy)quinolin-2(1H)-one). Reaction SMILES: [NH2:1][C:2]1[CH:7]=[CH:6][C:5]([O:8][C:9]([F:12])([F:11])[F:10])=[CH:4][C:3]=1/[CH:13]=[CH:14]/[C:15]([O:17]CC)=O>Cl.O1CCOCC1>[F:10][C:9]([F:12])([F:11])[O:8][C:5]1[CH:4]=[C:3]2[C:2](=[CH:7][CH:6]=1)[NH:1][C:15](=[O:17])[CH:14]=[CH:13]2. Procedure: To a stirring mixture of (E)-ethyl 3-(2-amino-5-(trifluoromethoxy)phenyl)acrylate (2.2 mmol) in 4N HCl in dioxane (25 mL) was added concentrated HCl (2 mL). The resulting mixture was warmed to 100° C. overnight. The reaction mixture was cooled to rt and then slowly quenched with a cold saturated NaHCO3 solution until pH>7. The product was extracted with EtOAc and used without further purification. Retention time (min)=1.804, method [1], MS(ESI) 230.1 (M+H). Reactants: [Li]CCCC, CCCCCC, CC(C)NC(C)C, C1CCOC1. The product is CC(C)[N-]C(C)C, [Li+], C1CCOC1. As a reaction SMILES: [CH2:14]([CH2:15][CH2:16][CH3:17])[Li:18].[CH3:8][CH2:9][CH2:10][CH2:11][CH2:12][CH3:13].[CH:1]([CH3:2])([CH3:3])[NH:4][CH:5]([CH3:6])[CH3:7].[O:19]1[CH2:20][CH2:21][CH2:22][CH2:23]1>>[CH:1]([CH3:2])([CH3:3])[N-:4][CH:5]([CH3:6])[CH3:7].[Li+:18].[O:19]1[CH2:20][CH2:21][CH2:22][CH2:23]1. Reactants: CCC(O)c1ccc(OC)nc1C, ClCCl, [Na+], O=C([O-])O. The product is CCC(=O)c1ccc(OC)nc1C. As a reaction SMILES: [CH3:1][O:2][c:3]1[cH:4][cH:5][c:6]([CH:10]([CH2:11][CH3:12])[OH:13])[c:7]([CH3:9])[n:8]1.[Cl:19][CH2:20][Cl:21].[Na+:18].[O-:14][C:15]([OH:16])=[O:17]>>[CH3:1][O:2][c:3]1[cH:4][cH:5][c:6]([C:10]([CH2:11][CH3:12])=[O:13])[c:7]([CH3:9])[n:8]1.